This data is from the Open Reaction Database (ORD), a public repository of structured organic reaction records. The task is: describe an organic reaction: reactants, conditions, products, and yield Yields the product CCC1CC(Nc2c(NCCC(F)(F)F)c(=O)c2=O)CC1c1nnc2cnc3c(ccn3S(=O)(=O)c3ccc(C)cc3)n12. As a reaction SMILES: [CH2:1]([CH3:2])[CH:3]1[CH2:4][CH:5]([NH:30][c:31]2[c:32](=[O:38])[c:33](=[O:37])[c:34]2[O:35][CH3:36])[CH2:6][CH:7]1[c:8]1[n:9][n:10][c:11]2[n:12]1[c:13]1[c:14]([n:15][cH:16]2)[n:17]([S:20](=[O:21])(=[O:22])[c:23]2[cH:24][cH:25][c:26]([CH3:27])[cH:28][cH:29]2)[cH:18][cH:19]1.[CH3:56][OH:57].[CH:47]([N:48]([CH2:49][CH3:50])[CH:51]([CH3:52])[CH3:53])([CH3:54])[CH3:55].[ClH:39].[F:40][C:41]([CH2:42][CH2:43][NH2:44])([F:45])[F:46]>>[CH2:1]([CH3:2])[CH:3]1[CH2:4][CH:5]([NH:30][c:31]2[c:32](=[O:38])[c:33](=[O:37])[c:34]2[NH:44][CH2:43][CH2:42][C:41]([F:40])([F:45])[F:46])[CH2:6][CH:7]1[c:8]1[n:9][n:10][c:11]2[n:12]1[c:13]1[c:14]([n:15][cH:16]2)[n:17]([S:20](=[O:21])(=[O:22])[c:23]2[cH:24][cH:25][c:26]([CH3:27])[cH:28][cH:29]2)[cH:18][cH:19]1. Starting materials: CCC1CC(Nc2c(OC)c(=O)c2=O)CC1c1nnc2cnc3c(ccn3S(=O)(=O)c3ccc(C)cc3)n12, CO, CCN(C(C)C)C(C)C, Cl, NCCC(F)(F)F. Starting materials: CC(C)N=C=NC(C)C (DIC), COC([C@@H](N)CC1=CNC2=CC=CC=C12)=O (tryptophan methyl ester), CC=1C=C(C=C(C1)C)CC(=O)O (3,5-dimethylphenylacetic acid). The reagents and catalysts are CN(C)C=1C=CN=CC1 (DMAP). Run in C(Cl)Cl (DCM). Product: CC=1C=C(C=C(C1)C)CC(=O)N[C@H](C(=O)OC)CC1=CNC2=CC=CC=C12 ((S)-methyl 2-(2-(3,5-dimethylphenyl)acetamido)-3-(1H-indol-3-yl)propanoate). RXN SMILES: CC(N=C=NC(C)C)C.[CH3:10][O:11][C:12](=[O:25])[C@H:13]([CH2:15][C:16]1[C:24]2[C:19](=[CH:20][CH:21]=[CH:22][CH:23]=2)[NH:18][CH:17]=1)[NH2:14].[CH3:26][C:27]1[CH:28]=[C:29]([CH2:34][C:35](O)=[O:36])[CH:30]=[C:31]([CH3:33])[CH:32]=1>CN(C1C=CN=CC=1)C.C(Cl)Cl>[CH3:26][C:27]1[CH:28]=[C:29]([CH2:34][C:35]([NH:14][C@@H:13]([CH2:15][C:16]2[C:24]3[C:19](=[CH:20][CH:21]=[CH:22][CH:23]=3)[NH:18][CH:17]=2)[C:12]([O:11][CH3:10])=[O:25])=[O:36])[CH:30]=[C:31]([CH3:33])[CH:32]=1. Procedure details: DMAP (122.2 mg, 0.5 mmol) and DIC (N,N-diisopropylcarbodiimide) (235 μl, 1.5 mmol) were added to a solution of tryptophan methyl ester (255 mg, 1.0 mmol) and 3,5-dimethylphenylacetic acid (164 mg, 1.0 mmol) in dry DCM (11 ml). After 17 h at room temperature the solvent was removed under reduced pressure and the crude product was purified by flash chromatography (DCM containing 1% EtOH) to afford (S)-methyl 2-(2-(3,5-dimethylphenyl)acetamido)-3-(1H-indol-3-yl)propanoate. An aqueous solution of Li... Reactants: C(C)(C)(C)OC(=O)N1C=CC2=C(C(=CC=C12)CBr)Cl (tert-butyl-5-(bromomethyl)-4-chloro-1H-indole-1-carboxylate), C1(C=2C(C(N1)=O)=CC=CC2)=O.[K] (potassium phthalimide). The solvent is CN(C)C=O (DMF), CCOC(=O)C (EtOAc). Run at temperature 80 celsius, time 8 hour. Yields the product C(C)(C)(C)OC(=O)N1C=CC2=C(C(=CC=C12)CN1C(C2=CC=CC=C2C1=O)=O)Cl (tert-butyl-4-chloro-5-((1,3-dioxoisoindolin-2-yl)methyl)-1H-indole-1-carboxylate). Isolated yield 56.3%. As a reaction SMILES: [C:1]([O:5][C:6]([N:8]1[C:16]2[C:11](=[C:12]([Cl:19])[C:13]([CH2:17]Br)=[CH:14][CH:15]=2)[CH:10]=[CH:9]1)=[O:7])([CH3:4])([CH3:3])[CH3:2].[C:20]1(=[O:30])[NH:24][C:23](=[O:25])[C:22]2=[CH:26][CH:27]=[CH:28][CH:29]=[C:21]12.[K]>CN(C=O)C.CCOC(C)=O>[C:1]([O:5][C:6]([N:8]1[C:16]2[C:11](=[C:12]([Cl:19])[C:13]([CH2:17][N:24]3[C:20](=[O:30])[C:21]4[C:22](=[CH:26][CH:27]=[CH:28][CH:29]=4)[C:23]3=[O:25])=[CH:14][CH:15]=2)[CH:10]=[CH:9]1)=[O:7])([CH3:4])([CH3:3])[CH3:2] |f:1.2,^1:30|. Procedure: A mixture of 316 (16.1 g, 0.0467 mol) and potassium phthalimide (26.1 g, 0.141 mol) in anhydrous DMF (150 mL) was stirred at 80° C. overnight. The cooled reaction mixture was diluted with EtOAc and the organic layer was washed with water and brine, dried (Na2SO4), filtered, and concentrated in vacuo. The crude product was purified by SiO2 chromatography eluting with an EtOAc/hexane gradient (5 to 20% EtOAc) to afford 10.8 g (56%) of tert-butyl-4-chloro-5-((1,3-dioxoisoindolin-2-yl)methyl)-1H-ind... Reactants: N(=O)[O-].[Na+] (sodium nitrite), CC(=O)O[Na] (CH3CO2Na), FC(CO)(OC(C(C(OC(F)(F)F)(F)F)(F)F)(F)F)F (2,2-difluoro-2-(1,1,2,2,3,3-hexafluoro-3-trifluoromethoxy-propoxy)-ethanol). The reagents and catalysts are CC1(CCCC(N1[O])(C)C)C (TEMPO). Solvent: C(C)(=O)O (acetic acid). Yields the product FC(C(=O)O)(OC(C(C(OC(F)(F)F)(F)F)(F)F)(F)F)F (Difluoro-(1,1,2,2,3,3-hexafluoro-3-trifluoromethoxy-propoxy)-acetic acid). The yield is 77.7%. Reaction SMILES: N([O-])=O.[Na+].CC(O[Na])=[O:7].[F:10][C:11]([F:29])([O:14][C:15]([F:28])([F:27])[C:16]([F:26])([F:25])[C:17]([F:24])([F:23])[O:18][C:19]([F:22])([F:21])[F:20])[CH2:12][OH:13]>CC1(C)N([O])C(C)(C)CCC1.C(O)(=O)C>[F:10][C:11]([F:29])([O:14][C:15]([F:27])([F:28])[C:16]([F:25])([F:26])[C:17]([F:23])([F:24])[O:18][C:19]([F:20])([F:21])[F:22])[C:12]([OH:7])=[O:13] |f:0.1,^1:33|. Procedure: 70 mL of acetic acid, 0.24 g sodium nitrite, TEMPO (0.18 g), CH3CO2Na (3.69 g) and 5 g of 2,2-difluoro-2-(1,1,2,2,3,3-hexafluoro-3-trifluoromethoxy-propoxy)-ethanol were placed in the reaction vessel described in example 17. The reaction was carried out and worked up as described in example 9. Distillation of the residue gave 4.05 g of the acid (20 mmHg, 65° C.). Yield: 78%. Starting materials: O=C1CCC(=O)N1Br, C1COCCO1, CCc1cccnc1N, O. The product is CCc1cc(Br)cnc1N. RXN SMILES: [Br:16][N:17]1[C:18](=[O:19])[CH2:20][CH2:21][C:22]1=[O:23].[CH2:10]1[O:11][CH2:12][CH2:13][O:14][CH2:15]1.[CH2:1]([CH3:2])[c:3]1[c:4]([NH2:9])[n:5][cH:6][cH:7][cH:8]1.[OH2:24]>>[CH2:1]([CH3:2])[c:3]1[c:4]([NH2:9])[n:5][cH:6][c:7]([Br:16])[cH:8]1. Starting materials: [Si](C1=CC=CC=C1)(C1=CC=CC=C1)(C(C)(C)C)OCC1=NN=C(S1)CO ([5-({[tert-butyl(diphenyl)silyl]oxy}methyl)-1,3,4-thiadiazol-2-yl]methanol). Reagents/catalysts: [O-2].[O-2].[Mn+4] (manganese dioxide). Run in C1(=CC=CC=C1)C (toluene). Reaction conditions: time 1 hour. Product: [Si](C1=CC=CC=C1)(C1=CC=CC=C1)(C(C)(C)C)OCC1=NN=C(S1)C=O (5-({[tert-butyl(diphenyl)silyl]oxy}methyl)-1,3,4-thiadiazole-2-carbaldehyde). The yield is 71.0%. RXN SMILES: [Si:1]([O:18][CH2:19][C:20]1[S:24][C:23]([CH2:25][OH:26])=[N:22][N:21]=1)([C:14]([CH3:17])([CH3:16])[CH3:15])([C:8]1[CH:13]=[CH:12][CH:11]=[CH:10][CH:9]=1)[C:2]1[CH:7]=[CH:6][CH:5]=[CH:4][CH:3]=1>C1(C)C=CC=CC=1.[O-2].[O-2].[Mn+4]>[Si:1]([O:18][CH2:19][C:20]1[S:24][C:23]([CH:25]=[O:26])=[N:22][N:21]=1)([C:14]([CH3:15])([CH3:16])[CH3:17])([C:2]1[CH:7]=[CH:6][CH:5]=[CH:4][CH:3]=1)[C:8]1[CH:13]=[CH:12][CH:11]=[CH:10][CH:9]=1 |f:2.3.4|. Procedure: To a solution of [5-({[tert-butyl(diphenyl)silyl]oxy}methyl)-1,3,4-thiadiazol-2-yl]methanol (242 mg) in toluene (2 mL) was added manganese dioxide (693 mg), and the mixture was stirred at room temperature for 1 hr. The reaction mixture was filtered through celite, and the filtrate was concentrated to give the title compound (171 mg) as a colorless amorphous solid. As a reaction SMILES: [CH3:2][I:3].[CH3:4][CH:5]1[C:6](=[O:13])[CH2:7][C:8]([CH3:11])([CH3:12])[CH2:9][CH2:10]1.[ClH:14].[Cu:15][I:16].[Mg:1]>>[CH3:2][C:5]1([CH3:4])[C:6](=[O:13])[CH2:7][C:8]([CH3:11])([CH3:12])[CH2:9][CH2:10]1. The product is CC1(C)CCC(C)(C)C(=O)C1. Starting materials: CI, CC1CCC(C)(C)CC1=O, Cl, [Cu]I, [Mg]. Reactants: C(C)OC(=O)C1(CCNCC1)CCOC (4-(2-methoxy-ethyl)-piperidine-4-carboxylic acid ethyl ester), FC(OC1=C(C=CC=C1)S(=O)(=O)Cl)(F)F (2-trifluoromethoxy-benzenesulfonyl chloride), C1(CC1)C1=CC=C(N)C=C1 (4-(cyclopropyl)-aniline). The product is C1(CC1)C1=CC=C(C=C1)N1C(C2(CC1)CCN(CC2)S(=O)(=O)C2=C(C=CC=C2)OC(F)(F)F)=O (2-(4-Cyclopropyl-phenyl)-8-(2-trifluoromethoxy-benzenesulfonyl)-2,8-diaza-spiro[4.5]decan-1-one). RXN SMILES: C(O[C:4]([C:6]1([CH2:12][CH2:13]OC)[CH2:11][CH2:10][NH:9][CH2:8][CH2:7]1)=[O:5])C.[F:16][C:17]([F:30])([F:29])[O:18][C:19]1[CH:24]=[CH:23][CH:22]=[CH:21][C:20]=1[S:25](Cl)(=[O:27])=[O:26].[CH:31]1([C:34]2[CH:40]=[CH:39][C:37]([NH2:38])=[CH:36][CH:35]=2)[CH2:33][CH2:32]1>>[CH:31]1([C:34]2[CH:40]=[CH:39][C:37]([N:38]3[CH2:13][CH2:12][C:6]4([CH2:7][CH2:8][N:9]([S:25]([C:20]5[CH:21]=[CH:22][CH:23]=[CH:24][C:19]=5[O:18][C:17]([F:30])([F:29])[F:16])(=[O:27])=[O:26])[CH2:10][CH2:11]4)[C:4]3=[O:5])=[CH:36][CH:35]=2)[CH2:33][CH2:32]1. Procedure details: Off-white solid. MS (ESI): 495.15 (MH+). This example was prepared in analogy to example 1 step C) to D) from 4-(2-methoxy-ethyl)-piperidine-4-carboxylic acid ethyl ester (example 1 step B)), 2-trifluoromethoxy-benzenesulfonyl chloride and 4-(cyclopropyl)-aniline. The reactants are CC(C)([O-])C.[K+] (potassium tert-butoxide), C(C)(C)(C)OCCO (ethylene glycol mono-tert-butyl ether), ice water, ClC=1C=C(C=CC1)C1OC1 (2-(3-chlorophenyl)oxirane). Solvent: C(C)(=O)OCC (ethyl acetate). Reaction conditions: temperature 80 celsius, time 2 hour. Product: ClC=1C=C(C=CC1)C(COCCOC(C)(C)C)O (1-(3-chlorophenyl)-2-(2-tert-butoxyethoxy)ethanol). RXN SMILES: CC(C)([O-])C.[K+].[C:7]([O:11][CH2:12][CH2:13][OH:14])([CH3:10])([CH3:9])[CH3:8].[Cl:15][C:16]1[CH:17]=[C:18]([CH:22]2[CH2:24][O:23]2)[CH:19]=[CH:20][CH:21]=1>C(OCC)(=O)C>[Cl:15][C:16]1[CH:17]=[C:18]([CH:22]([OH:23])[CH2:24][O:14][CH2:13][CH2:12][O:11][C:7]([CH3:10])([CH3:9])[CH3:8])[CH:19]=[CH:20][CH:21]=1 |f:0.1|. Reported procedure: 5.1 g of potassium tert-butoxide was added to 105 ml of ethylene glycol mono-tert-butyl ether. The mixture was heated to 80° C. Thereto was dropwise added 35.0 g of 2-(3-chlorophenyl)oxirane over 1 hour. The mixture was stirred for 2 hours at the same temperature. The reaction mixture was added to a mixture of 100 ml of ice water and 100 ml of ethyl acetate. The organic layer was separated, washed with a saturated aqueous sodium chloride solution, and dried over anhydrous magnesium sulfate. The ... The reactants are S1C(=NC2=C1C=CC=C2)C(C#N)C2=NC(=NC=C2)Cl (1,3-benzothiazol-2-yl(2-chloro-4-pyrimidinyl)-acetonitrile), solution, N (ammonia). Run in C(C)O (ethanol). Run at temperature 150 celsius. The product is NC1=NC=CC(=N1)C(C#N)C=1SC2=C(N1)C=CC=C2 ((2-aminopyrimidin-4-yl)(1,3-benzothiazol-2-yl)acetonitrile). Isolated yield 51.0%. As a reaction SMILES: [S:1]1[C:5]2[CH:6]=[CH:7][CH:8]=[CH:9][C:4]=2[N:3]=[C:2]1[CH:10]([C:13]1[CH:18]=[CH:17][N:16]=[C:15](Cl)[N:14]=1)[C:11]#[N:12].[NH3:20]>C(O)C>[NH2:20][C:15]1[N:14]=[C:13]([CH:10]([C:2]2[S:1][C:5]3[CH:6]=[CH:7][CH:8]=[CH:9][C:4]=3[N:3]=2)[C:11]#[N:12])[CH:18]=[CH:17][N:16]=1. Procedure details: A suspension of 1 (0.1 g, 0.35 mmol) in a 2M solution of ammonia in ethanol (10 ml) was heated up to 150° C. in a Parr vessel for 3 h. The solution was cooled down to r.t. and the yellow precipitate formed was filtered off then washed thoroughly with ethanol/water 1:1 and water. The precipitate was dried in vacuum at 40° C. affording 48 mg (51%) of the title compound as a yellow powder.